describe an organic reaction: reactants, conditions, products, and yield From a dataset of the Open Reaction Database (ORD), a public repository of structured organic reaction records. As a reaction SMILES: [CH2:1]([CH:2]=[CH2:3])[n:4]1[c:5](=[O:6])[n:7]([CH2:13][CH:14]=[CH2:15])[c:8](=[O:9])[cH:10][c:11]1[NH2:12].[CH3:16][C:17](=[O:18])[OH:19].[ClH:20].[N:21](=[O:22])[O-:23].[Na+:24].[OH2:25]>>[CH2:1]([CH:2]=[CH2:3])[n:4]1[c:5](=[O:6])[n:7]([CH2:13][CH:14]=[CH2:15])[c:8](=[O:9])[c:10]([N:21]=[O:22])[c:11]1[NH2:12]. The product is C=CCn1c(N)c(N=O)c(=O)n(CC=C)c1=O. Reactants: C=CCn1c(N)cc(=O)n(CC=C)c1=O, CC(=O)O, Cl, O=N[O-], [Na+], O. Reactants: C(C1=CC=CC=C1)(=O)/C=C/C(=O)O (trans-β-benzoylacrylic acid), C(C)O (ethanol), S(O)(O)(=O)=O (sulfuric acid), C(Cl)(Cl)Cl (chloroform). Solvent: O (water). Product: C(C1=CC=CC=C1)(=O)/C=C/C(=O)OCC (ethyl trans-β-benzoylacrylate). Yield: 92.9%. As a reaction SMILES: [C:1](/[CH:9]=[CH:10]/[C:11]([OH:13])=[O:12])(=[O:8])[C:2]1[CH:7]=[CH:6][CH:5]=[CH:4][CH:3]=1.[CH2:14](O)[CH3:15].S(=O)(=O)(O)O.C(Cl)(Cl)Cl>O>[C:1](/[CH:9]=[CH:10]/[C:11]([O:13][CH2:14][CH3:15])=[O:12])(=[O:8])[C:2]1[CH:7]=[CH:6][CH:5]=[CH:4][CH:3]=1. Reported procedure: A mixture of 7.50 g of trans-β-benzoylacrylic acid, 2.36 g of ethanol, 0.50 g of sulfuric acid and 30 ml of chloroform was refluxed for 5 hours while azeotropically removing water produced from the reaction system. After cooling, the reaction mixture was washed with a saturated solution of NaHCO and then with water. The solvent was distilled away to give 8.08 g of ethyl trans-β-benzoylacrylate. Starting materials: N#Cc1ccc(CCCBr)cc1, O=C([O-])[O-], CC#N, [K+], [K+], NCCO. RXN SMILES: [Br:1][CH2:2][CH2:3][CH2:4][c:5]1[cH:6][cH:7][c:8]([C:9]#[N:10])[cH:11][cH:12]1.[C:17](=[O:18])([O-:19])[O-:20].[CH3:23][C:24]#[N:25].[K+:21].[K+:22].[NH2:13][CH2:14][CH2:15][OH:16]>>[CH2:2]([CH2:3][CH2:4][c:5]1[cH:6][cH:7][c:8]([C:9]#[N:10])[cH:11][cH:12]1)[NH:13][CH2:14][CH2:15][OH:16]. The product is N#Cc1ccc(CCCNCCO)cc1. Starting materials: BrC1=C(C=C(C(=O)O)C=C1)OCCCC (4-Bromo-3-(butyloxy)benzoic acid). Run in C1CCOC1 (THF). Conditions: temperature 65 celsius, time 8 hour. Yields the product BrC1=C(C=C(C=C1)CO)OCCCC ((4-Bromo-3-(butyloxy)phenyl)methanol). Yield: 102.2%. Reaction SMILES: [Br:1][C:2]1[CH:10]=[CH:9][C:5]([C:6](O)=[O:7])=[CH:4][C:3]=1[O:11][CH2:12][CH2:13][CH2:14][CH3:15]>C1COCC1>[Br:1][C:2]1[CH:10]=[CH:9][C:5]([CH2:6][OH:7])=[CH:4][C:3]=1[O:11][CH2:12][CH2:13][CH2:14][CH3:15]. Procedure: A solution of 20.1 (0.68 g, 2490 μmol) in THF (5 mL) was treated with borane THF complex (4979 μL, 4979 μmol) and stirred overnight at 65° C. The reaction mixture was quenched with MeOH, diluted with EtOAc, and washed with water and brine. The organic layer was dried over Na2SO4 and concentrated. The crude product was purified by combiflash (10 to 50% EtOAc/hexanes) yielding 20.2 (659.3 mg, 102% yield). The reactants are COC(OC)N(C)C (dimethoxymethyl-dimethyl-amine), BrC1=CC=C(S1)S(=O)(=O)N (5-bromo-thiophene-2-sulfonic acid amide), [Cl-].[Na+] (sodium chloride). The solvent is CN(C)C=O (DMF). Product: CN(C)C=NS(=O)(=O)C=1SC(=CC1)Br (5-Bromo-thiophene-2-sulfonic acid dimethylaminomethyleneamide). The yield is 114.1%. RXN SMILES: CO[CH:3]([N:6]([CH3:8])[CH3:7])OC.[Br:9][C:10]1[S:14][C:13]([S:15]([NH2:18])(=[O:17])=[O:16])=[CH:12][CH:11]=1.[Cl-].[Na+]>CN(C=O)C>[CH3:7][N:6]([CH:3]=[N:18][S:15]([C:13]1[S:14][C:10]([Br:9])=[CH:11][CH:12]=1)(=[O:17])=[O:16])[CH3:8] |f:2.3|. Procedure details: Add dimethoxymethyl-dimethyl-amine (1.05 mL, 7.66 mmol) to a solution-of 5-bromo-thiophene-2-sulfonic acid amide (1.8 g, 7.43 mmol) in DMF (3 mL) at r.t. for 16 h. Pour reaction mixture into saturated sodium chloride, extract with ethylacetate. Wash combined organic layers with water, dry over sodium sulfate and remove solvent to obtain 2.52 g product. MS (m/e): 297.0/299.0 (M+H).